From a dataset of the Open Reaction Database (ORD), a public repository of structured organic reaction records. describe an organic reaction: reactants, conditions, products, and yield Starting materials: 1,1′-bis(diphenylphosphino)ferrocenepalladium (II) dichloride dichloromethane, CC1=NN(C=C1B1OC(C(O1)(C)C)(C)C)C(=O)OC(C)(C)C (tert-butyl 3-methyl-4-(4,4,5,5-tetramethyl-1,3,2-dioxaborolan-2-yl)-1H-pyrazole-1-carboxylate), C([O-])([O-])=O.[Na+].[Na+] (sodium carbonate), C(=O)(O)[O-].[Na+] (NaHCO3), BrC1=CC(=C(S1)C(=O)N)NCCO (5-bromo-3-[(2-hydroxyethyl)amino]thiophene-2-carboxamide), CC=1C=CC(=CC1)S(=O)(=O)O (PTSA). Solvent: O (water), COCCOC (1,2-dimethoxyethane), C(C)(=O)O (acetic acid), CC(=O)C (acetone). Run at temperature 70 celsius, time 1 hour. Yields the product OCCN1C(NC(C2=C1C=C(S2)C=2C=NNC2C)=O)(C)C (1-(2-hydroxyethyl)-2,2-dimethyl-6-(5-methyl-1H-pyrazol-4-yl)-2,3-dihydrothieno[3,2-d]pyrimidin-4(1H)-one). The yield is 343.6%. As a reaction SMILES: Br[C:2]1[S:6][C:5]([C:7]([NH2:9])=[O:8])=[C:4]([NH:10][CH2:11][CH2:12][OH:13])[CH:3]=1.[CH3:14][C:15]1C=CC(S(O)(=O)=O)=C[CH:20]=1.C([O-])(O)=O.[Na+].[CH3:30][C:31]1[C:35](B2OC(C)(C)C(C)(C)O2)=[CH:34][N:33](C(OC(C)(C)C)=O)[N:32]=1.C(=O)([O-])[O-].[Na+].[Na+]>O.COCCOC.C(O)(=O)C.CC(C)=O>[OH:13][CH2:12][CH2:11][N:10]1[C:4]2[CH:3]=[C:2]([C:35]3[CH:34]=[N:33][NH:32][C:31]=3[CH3:30])[S:6][C:5]=2[C:7](=[O:8])[NH:9][C:15]1([CH3:20])[CH3:14] |f:2.3,5.6.7|. Procedure: A mixture of 5-bromo-3-[(2-hydroxyethyl)amino]thiophene-2-carboxamide (100 mg, 0.377 mmol), acetone (1.0 mL), PTSA (6.5 mg, 0.038 mmol) and acetic acid (1.0 mL) was stirred at 70° C. for 1 h. The mixture was poured into saturated aqueous NaHCO3. The organic materials were extracted with EtOAc. The combined extracts were washed with brine, dried over Na2SO4 and filtered. After removal of the solvent at reduced pressure, a pale brown amorphous solid was obtained. A flask was charged with the amorp... The reactants are O=[N+]([O-])c1cc(Br)nc(Br)c1, CN(C)C=O, [K], O=[N+]([O-])c1ccc(S)cc1. The product is O=[N+]([O-])c1ccc(Sc2cc(Br)nc(Br)c2)cc1. RXN SMILES: [Br:1][c:2]1[n:3][c:4]([Br:11])[cH:5][c:6]([N+:8]([O-:9])=[O:10])[cH:7]1.[CH3:23][N:24]([CH3:25])[CH:26]=[O:27].[K:12].[N+:13](=[O:14])([O-:15])[c:16]1[cH:17][cH:18][c:19]([SH:22])[cH:20][cH:21]1>>[Br:1][c:2]1[n:3][c:4]([Br:11])[cH:5][c:6]([S:22][c:19]2[cH:18][cH:17][c:16]([N+:13](=[O:14])[O-:15])[cH:21][cH:20]2)[cH:7]1. Starting materials: O=C([O-])[O-], c1ccc(CSc2n[nH]c(SCc3ccccc3)n2)cc1, CN(C)C=O, Clc1ncccn1, [K+], [K+]. The product is c1ccc(CSc2nc(SCc3ccccc3)n(-c3ncccn3)n2)cc1. RXN SMILES: [C:29](=[O:30])([O-:31])[O-:32].[CH2:1]([c:2]1[cH:3][cH:4][cH:5][cH:6][cH:7]1)[S:8][c:9]1[n:10][nH:11][c:12]([S:14][CH2:15][c:16]2[cH:17][cH:18][cH:19][cH:20][cH:21]2)[n:13]1.[CH3:35][N:36]([CH3:37])[CH:38]=[O:39].[Cl:22][c:23]1[n:24][cH:25][cH:26][cH:27][n:28]1.[K+:33].[K+:34]>>[CH2:1]([c:2]1[cH:3][cH:4][cH:5][cH:6][cH:7]1)[S:8][c:9]1[n:10][n:11](-[c:23]2[n:24][cH:25][cH:26][cH:27][n:28]2)[c:12]([S:14][CH2:15][c:16]2[cH:17][cH:18][cH:19][cH:20][cH:21]2)[n:13]1. The reactants are OCCCCCCCCCCCNC(C1=C(N=CC=C1)N1CCN(CC1)CC)=O (N-(11-hydroxy-1-undecanyl)-2-(4-ethyl-1-piperazinyl)nicotinamide), C(O)([O-])=O.[Na+] (sodium hydrogencarbonate), [N+](=O)(O)[O-] (nitric acid), C(C)(=O)OC(C)=O (acetic anhydride). Isolated yield 42.0%. The solvent is C(C)#N (acetonitrile). Yields the product O([N+](=O)[O-])CCCCCCCCCCCNC(C1=C(N=CC=C1)N1CCN(CC1)CC)=O (N-(11-nitroxy-1-undecanyl)-2-(4-ethyl-1-piperazinyl)nicotinamide). Reported procedure: 5.45 g of N-(11-hydroxy-1-undecanyl)-2-(4-ethyl-1-piperazinyl)nicotinamide were suspended in 100 ml of acetonitrile and to the suspension was added dropwise under ice-cooling a mixed solution of 2.0 ml of fuming nitric acid and 5.2 ml of acetic anhydride and stirred for 5 hrs. This reaction mixture was poured into an aqueous sodium hydrogencarbonate solution, extracted with methylene chloride, washed with water and a saturated sodium chloride solution, dried over anhydrous magnesium sulfate and ... Run at time 5 hour. As a reaction SMILES: [OH:1][CH2:2][CH2:3][CH2:4][CH2:5][CH2:6][CH2:7][CH2:8][CH2:9][CH2:10][CH2:11][CH2:12][NH:13][C:14](=[O:29])[C:15]1[CH:20]=[CH:19][CH:18]=[N:17][C:16]=1[N:21]1[CH2:26][CH2:25][N:24]([CH2:27][CH3:28])[CH2:23][CH2:22]1.[N+:30]([O-])([OH:32])=[O:31].C(OC(=O)C)(=O)C.C(=O)([O-])O.[Na+]>C(#N)C>[O:1]([CH2:2][CH2:3][CH2:4][CH2:5][CH2:6][CH2:7][CH2:8][CH2:9][CH2:10][CH2:11][CH2:12][NH:13][C:14](=[O:29])[C:15]1[CH:20]=[CH:19][CH:18]=[N:17][C:16]=1[N:21]1[CH2:22][CH2:23][N:24]([CH2:27][CH3:28])[CH2:25][CH2:26]1)[N+:30]([O-:32])=[O:31] |f:3.4|. The reactants are O (water), ClC1=CC=C(CC2NCCCCC2)C=C1 (2-(4-chlorobenzyl)perhydroazepine), C([O-])([O-])=O.[K+].[K+] (potassium carbonate), C(C)Br (ethyl bromide). The solvent is C(C)C(=O)C (ethylmethylketone). Yields the product C(C)N1C(CCCCC1)CC1=CC=C(C=C1)Cl (1-ethyl-2-(4-chlorobenzyl)perhydroazepine). RXN SMILES: [Cl:1][C:2]1[CH:15]=[CH:14][C:5]([CH2:6][CH:7]2[CH2:13][CH2:12][CH2:11][CH2:10][CH2:9][NH:8]2)=[CH:4][CH:3]=1.C(=O)([O-])[O-].[K+].[K+].[CH2:22](Br)[CH3:23].O>C(C(C)=O)C>[CH2:22]([N:8]1[CH2:9][CH2:10][CH2:11][CH2:12][CH2:13][CH:7]1[CH2:6][C:5]1[CH:14]=[CH:15][C:2]([Cl:1])=[CH:3][CH:4]=1)[CH3:23] |f:1.2.3|. Reported procedure: Boil together (under agitation) 4 g of 2-(4-chlorobenzyl)perhydroazepine, 2.5 g of anhydrous potassium carbonate and 2.9 g of ethyl bromide under reflux for 26 hours in 30 ml of ethylmethylketone. Cool the thus-produced reaction mixture to ambient temperature. Mix the cooled reaction mixture with water and then extract it with diethyl ether. Dry the resulting organic phase over sodium sulfate, remove the ether and distil the residue to obtain 5.12 g (70% of theory) of the title compound with a B...